This data is from the Open Reaction Database (ORD), a public repository of structured organic reaction records. The task is: describe an organic reaction: reactants, conditions, products, and yield The reactants are C(C)C=1C=C2C=C(C(OC2=CC1O)C(F)(F)F)C(=O)OCC (Ethyl 6-ethyl-7-hydroxy-2-(trifluoromethyl)-2H-chromene-3-carboxylate), C([O-])([O-])=O.[K+].[K+] (potassium carbonate), ClC1=NC(=NC=C1)SC (4-chloro-2-methylthiopyrimidine). The solvent is [Cl-].[Na+].O (brine). Run at temperature 130 celsius. Product: C(C)C=1C=C2C=C(C(OC2=CC1OC1=NC(=NC=C1)SC)C(F)(F)F)C(=O)OCC (Ethyl 6-ethyl-7-{[2-(methylthio)pyrimidin-4-yl]oxy}-2-(trifluoromethyl)-2H-chromene-3-carboxylate). The yield is 42.9%. Reaction SMILES: [CH2:1]([C:3]1[CH:4]=[C:5]2[C:10](=[CH:11][C:12]=1[OH:13])[O:9][CH:8]([C:14]([F:17])([F:16])[F:15])[C:7]([C:18]([O:20][CH2:21][CH3:22])=[O:19])=[CH:6]2)[CH3:2].C(=O)([O-])[O-].[K+].[K+].Cl[C:30]1[CH:35]=[CH:34][N:33]=[C:32]([S:36][CH3:37])[N:31]=1>[Cl-].[Na+].O>[CH2:1]([C:3]1[CH:4]=[C:5]2[C:10](=[CH:11][C:12]=1[O:13][C:30]1[CH:35]=[CH:34][N:33]=[C:32]([S:36][CH3:37])[N:31]=1)[O:9][CH:8]([C:14]([F:15])([F:16])[F:17])[C:7]([C:18]([O:20][CH2:21][CH3:22])=[O:19])=[CH:6]2)[CH3:2] |f:1.2.3,5.6.7|. Procedure details: To the mixture of 172 mg (0.54 mmol) of Ethyl 6-ethyl-7-hydroxy-2-(trifluoromethyl)-2H-chromene-3-carboxylate and 320 mg (1.95 mmol) of potassium carbonate in 3 mL of anhydrous dimethylformmamide was added 270 uL (2.3 mmol) of 4-chloro-2-methylthiopyrimidine. The mixture was heated at 130° C. for half an hour. After cooling to room temperature, the reaction was dumped into 50 mL of brine, the product was extracted with ethyl acetate. The combined organic phases were washed with brine, and dried ... Reactants: OC1=CC=C(C=O)C=C1 (4-hydroxybenzaldehyde), FCCI (1-fluoro-2-iodoethane), C(=O)([O-])[O-].[K+].[K+] (K2CO3). Solvent: CN(C)C=O (DMF). Conditions: temperature 70 celsius. Product: FCCOC1=CC=C(C=O)C=C1 (4-(2-fluoroethoxy)benzaldehyde). Reaction SMILES: [OH:1][C:2]1[CH:9]=[CH:8][C:5]([CH:6]=[O:7])=[CH:4][CH:3]=1.[F:10][CH2:11][CH2:12]I.C([O-])([O-])=O.[K+].[K+]>CN(C=O)C>[F:10][CH2:11][CH2:12][O:1][C:2]1[CH:9]=[CH:8][C:5]([CH:6]=[O:7])=[CH:4][CH:3]=1 |f:2.3.4|. Reported procedure: A mixture of commercially available 4-hydroxybenzaldehyde (2.000 g; 16.40 mmol), 1-fluoro-2-iodoethane (2.849 g; 16.40 mmol), and K2CO3 (4.527 g; 32.80 mmol) in anh. DMF (30 ml) was heated to 70° C., under nitrogen, for 2.5 h. After cooling to rt, the reaction mixture was filtered over a pad of celite. Et2O was added and the organic layer was washed with water, dried over anh. MgSO4, filtered, and concentrated to dryness under reduced pressure affording 4-(2-fluoroethoxy)benzaldehyde as a yellow...